This data is from the Open Reaction Database (ORD), a public repository of structured organic reaction records. The task is: describe an organic reaction: reactants, conditions, products, and yield Product: CC1([C@H]2[C@@H](OC([C@@H]12)=O)C(Cl)(Cl)Cl)C ((1R,4R,5S)-6,6-dimethyl-2-oxo-4-trichloromethyl-3-oxabicyclo[3.1.0]hexane). The reagents and catalysts are CC(=O)CC(=O)C.CC(=O)CC(=O)C.[Cu] (cupric acetylacetonate). The reactants are [N+](=[N-])=CC(=O)O[C@H](C=C(C)C)C(Cl)(Cl)Cl ((1R)-3-methyl-1-trichloromethyl-2-butenyl diazoacetate). The yield is 90.0%. As a reaction SMILES: [N+](=[CH:3][C:4]([O:6][C@@H:7]([C:12]([Cl:15])([Cl:14])[Cl:13])[CH:8]=[C:9]([CH3:11])[CH3:10])=[O:5])=[N-]>O1CCOCC1.CC(CC(C)=O)=O.CC(CC(C)=O)=O.[Cu]>[CH3:10][C:9]1([CH3:11])[C@H:3]2[C@@H:8]1[C@H:7]([C:12]([Cl:15])([Cl:14])[Cl:13])[O:6][C:4]2=[O:5] |f:2.3.4|. Reported procedure: A solution of (1R)-3-methyl-1-trichloromethyl-2-butenyl diazoacetate (0.90 g, 3.33 mmole) from Example IA.4.(a) in 15 ml of dry dioxane was added dropwise over a period of 2.6 hours to a catalytic amount (approximately 2 mole %) of cupric acetylacetonate in 65 ml of refluxing dry dioxane under a nitrogen atmosphere. After refluxing for an additional hour, the mixture was evaporated, and an etheral solution of the residue was washed with 1 N HCl, saturated NaHCO3, and saturated NaCl, then dried o... The solvent is O1CCOCC1 (dioxane), O1CCOCC1 (dioxane). As a reaction SMILES: [CH2:1]([CH3:2])[O:3][C:4](=[O:5])[c:6]1[n:7][cH:8][n:9](-[c:11]2[cH:12][c:13](-[c:17]3[c:18]([O:24][CH3:25])[cH:19][cH:20][cH:21][c:22]3[F:23])[cH:14][cH:15][cH:16]2)[cH:10]1.[CH3:28][CH2:29][OH:30].[K+:27].[OH-:26]>>[O:3]=[C:4]([OH:5])[c:6]1[n:7][cH:8][n:9](-[c:11]2[cH:12][c:13](-[c:17]3[c:18]([O:24][CH3:25])[cH:19][cH:20][cH:21][c:22]3[F:23])[cH:14][cH:15][cH:16]2)[cH:10]1. The product is COc1cccc(F)c1-c1cccc(-n2cnc(C(=O)O)c2)c1. Reactants: CCOC(=O)c1cn(-c2cccc(-c3c(F)cccc3OC)c2)cn1, CCO, [K+], [OH-]. Reactants: [H-].[Na+] (sodium hydride), CN1CCC=2NC=3C=CC(=CC3C2CC1)C (3,9-dimethyl-1,2,3,4,5,6-hexahydroazepino[4,5-b]indole), O1C(C1)C=1C=NC=CC1 (3-(Oxiran-2-yl)pyridine). The solvent is CN(C)C=O (DMF), CN(C)C=O (DMF), O (water). Run at time 5 minute. Product: CN1CCC=2N(C=3C=CC(=CC3C2CC1)C)CC(O)C=1C=NC=CC1 (2-(3,9-dimethyl-2,3,4,5-tetrahydroazepino[4,5-b]indol-6(1H)-yl)-1-(pyridin-3-yl)ethanol). Isolated yield 42.6%. Reaction SMILES: [H-].[Na+].[CH3:3][N:4]1[CH2:17][CH2:16][C:15]2[C:14]3[CH:13]=[C:12]([CH3:18])[CH:11]=[CH:10][C:9]=3[NH:8][C:7]=2[CH2:6][CH2:5]1.[O:19]1[CH2:21][CH:20]1[C:22]1[CH:23]=[N:24][CH:25]=[CH:26][CH:27]=1>CN(C=O)C.O>[CH3:3][N:4]1[CH2:17][CH2:16][C:15]2[C:14]3[CH:13]=[C:12]([CH3:18])[CH:11]=[CH:10][C:9]=3[N:8]([CH2:21][CH:20]([C:22]3[CH:23]=[N:24][CH:25]=[CH:26][CH:27]=3)[OH:19])[C:7]=2[CH2:6][CH2:5]1 |f:0.1|. Procedure details: The title compound was prepared by following general procedure 5. To a stirred suspension of sodium hydride (94 mg, 3.92 mmol) in 5 mL of DMF, 3,9-dimethyl-1,2,3,4,5,6-hexahydroazepino[4,5-b]indole (0.3 g, 1.40 mmol) was added and stirred at RT for 5 min. 3-(Oxiran-2-yl)pyridine (254 mg, 1.54 mmol) in DMF (5 mL) was added slowly dropwise and stirred at RT for 14 h. The reaction was monitored by LCMS. After completion of the reaction, the reaction mixture was diluted with water, extracted with et... The reactants are CC(C)(C)NC(=O)n1nc(N2C(=O)c3ccccc3C2=O)c2cc(C(F)(F)F)ccc21, C1CCOC1, NN. Product: CC(C)(C)NC(=O)n1nc(N)c2cc(C(F)(F)F)ccc21. As a reaction SMILES: [C:1]([CH3:2])([CH3:3])([CH3:4])[NH:5][C:6](=[O:7])[n:8]1[n:9][c:10]([N:21]2[C:22](=[O:23])[c:24]3[c:25]([cH:26][cH:27][cH:28][cH:29]3)[C:30]2=[O:31])[c:11]2[cH:12][c:13]([C:17]([F:18])([F:19])[F:20])[cH:14][cH:15][c:16]12.[CH2:34]1[O:35][CH2:36][CH2:37][CH2:38]1.[NH2:32][NH2:33]>>[C:1]([CH3:2])([CH3:3])([CH3:4])[NH:5][C:6](=[O:7])[n:8]1[n:9][c:10]([NH2:21])[c:11]2[cH:12][c:13]([C:17]([F:18])([F:19])[F:20])[cH:14][cH:15][c:16]12. The reactants are FC(S(=O)(=O)OC=1C=CC=2N(N1)N=CC2C2=NC(=NC=C2)NC2CC2)(F)F (3-[2-(cyclopropylamino)-pyrimidinyl]pyrazolo[1,5-b]pyridazin-6-yl trifluoromethanesulfonate), CCN(C(C)C)C(C)C (DIEA), C1(CCCC1)N (cyclopentylamine), C1(CCCC1)N (cyclopentylamine), CCN(C(C)C)C(C)C (DIEA), O (water). The solvent is CN(C)C=O (DMF). Run at temperature 50 celsius. The product is C1(CCCC1)NC=1C=CC=2N(N1)N=CC2C2=NC(=NC=C2)NC2CC2 (N-Cyclopentyl-3-[2-(cyclopropylamino)-4-pyrimidinyl]pyrazolo[1,5-b]pyridazin-6-amine). Isolated yield 28.9%. RXN SMILES: FC(F)(F)S(O[C:7]1[CH:8]=[CH:9][C:10]2[N:11]([N:13]=[CH:14][C:15]=2[C:16]2[CH:21]=[CH:20][N:19]=[C:18]([NH:22][CH:23]3[CH2:25][CH2:24]3)[N:17]=2)[N:12]=1)(=O)=O.CCN(C(C)C)C(C)C.[CH:37]1([NH2:42])[CH2:41][CH2:40][CH2:39][CH2:38]1.O>CN(C=O)C>[CH:37]1([NH:42][C:7]2[CH:8]=[CH:9][C:10]3[N:11]([N:13]=[CH:14][C:15]=3[C:16]3[CH:21]=[CH:20][N:19]=[C:18]([NH:22][CH:23]4[CH2:25][CH2:24]4)[N:17]=3)[N:12]=2)[CH2:41][CH2:40][CH2:39][CH2:38]1. Procedure: To a solution of 3-[2-(cyclopropylamino)-pyrimidinyl]pyrazolo[1,5-b]pyridazin-6-yl trifluoromethanesulfonate (107 mg, 0.268 mmol) in DMF (2 mL) was added DIEA (0.093 mL, 0.536 mmol) and cyclopentylamine (0.026 mL, 0.268 mmol). The reaction mixture was heated at an oil bath temperature of 50° C. for about 1 hour at which point N-phenyltrifluoromethylsulfonimide (95 mg, 0.268 mmol) was added followed by an additional portion (equivalent) of cyclopentylamine and DIEA. This was repeated two more tim... Reactants: NC1=C(C(=NN1C1=C(C=C(C=C1Cl)C(F)(F)F)Cl)C#N)I (5-amino-3-cyano-1-(2,6-dichloro-4-trifluoromethylphenyl)-4-iodopyrazole), C(=C)[Sn](CCCC)(CCCC)CCCC (vinyltri-n-butyl tin). Run in O (water), CN(C=O)C (dimethylformamide). Conditions: temperature 75 celsius, time 60 hour. Product: NC1=C(C(=NN1C1=C(C=C(C=C1Cl)C(F)(F)F)Cl)C#N)C=C (5-Amino-3-cyano-1-(2,6-dichloro-4-trifluoromethylphenyl)-4-ethenylpyrazole). RXN SMILES: [NH2:1][C:2]1[N:6]([C:7]2[C:12]([Cl:13])=[CH:11][C:10]([C:14]([F:17])([F:16])[F:15])=[CH:9][C:8]=2[Cl:18])[N:5]=[C:4]([C:19]#[N:20])[C:3]=1I.[CH:22]([Sn](CCCC)(CCCC)CCCC)=[CH2:23]>CN(C)C=O.O>[NH2:1][C:2]1[N:6]([C:7]2[C:12]([Cl:13])=[CH:11][C:10]([C:14]([F:17])([F:16])[F:15])=[CH:9][C:8]=2[Cl:18])[N:5]=[C:4]([C:19]#[N:20])[C:3]=1[CH:22]=[CH2:23]. Reported procedure: To a stirred solution of 5-amino-3-cyano-1-(2,6-dichloro-4-trifluoromethylphenyl)-4-iodopyrazole (2 g) in dimethylformamide (10 ml) at room temperature was added vinyltri-n-butyl tin (4.25 g) and tetra-kis-triphenylphosphinepalladium(0) (0.3 g). The mixture was heated at 75° C. for one hour and then cooled and left at room temperature for 60 hours. The reaction mixture was diluted with water and extracted with ether. The organic layer was separated, washed with brine, dried (MgSO4) and evaporate... Reactants: NC1=C(C=C(C=C1)O)[N+](=O)[O-] (4-amino-3-nitrophenol), [OH-].[K+] (potassium hydroxide), C(C)SCCBr (2 -bromoethyl ethyl thioether). Run in C(C)O (ethanol), C(C)O (ethanol). Run at time 4 hour. Product: C(C)SCCOC1=CC(=C(N)C=C1)[N+](=O)[O-] (4-[2-(ethylthio)ethoxy]-2-nitroaniline). Yield: 85.1%. RXN SMILES: [NH2:1][C:2]1[CH:7]=[CH:6][C:5]([OH:8])=[CH:4][C:3]=1[N+:9]([O-:11])=[O:10].[OH-].[K+].[CH2:14]([S:16][CH2:17][CH2:18]Br)[CH3:15]>C(O)C>[CH2:14]([S:16][CH2:17][CH2:18][O:8][C:5]1[CH:6]=[CH:7][C:2]([NH2:1])=[C:3]([N+:9]([O-:11])=[O:10])[CH:4]=1)[CH3:15] |f:1.2|. Reported procedure: A solution of 4-amino-3-nitrophenol (17.5 g.) in ethanol (300 ml.) was treated with solid potassium hydroxide (6.38 g.). The mixture was treated with a solution of 2 -bromoethyl ethyl thioether (21.2 g.) in ethanol (100 ml.), and stirred at room temperature for 4 hours. The reaction mixture was then concentrated in vacuo and the residue was dissolved in chloroform (200 ml.). The chloroform solution was washed with aqueous sodium bicarbonate solution (10% w/v; 200 ml.), dried over magnesium sulph... Starting materials: NCCOCCOCCOCCNS(=O)(=O)C1=CC(=CC=C1)C1CN(CC2=C(C=C(C=C12)Cl)Cl)C (N-(2-(2-(2-(2-aminoethoxy)ethoxy)ethoxy)ethyl)-3-(6,8-dichloro-2-methyl-1,2,3,4-tetrahydroisoquinolin-4-yl)benzenesulfonamide), N(CC(=O)ON1C(CCC1=O)=O)(CC(=O)ON1C(CCC1=O)=O)CC(=O)ON1C(CCC1=O)=O (tris(2,5-dioxopyrrolidin-1-yl) 2,2′,2″-nitrilotriacetate), NCCOCCOCCOCCNS(=O)(=O)C1=CC(=CC=C1)C1CN(CC2=C(C=C(C=C12)Cl)Cl)C (N-(2-(2-(2-(2-aminoethoxy)ethoxy)ethoxy)ethyl)-3-(6,8-dichloro-2-methyl-1,2,3,4-tetrahydroisoquinolin-4-yl)benzenesulfonamide). Yields the product Compound 213, N(CC(=O)NCCOCCOCCOCCNS(=O)(=O)C1=CC(=CC=C1)C1CN(CC2=C(C=C(C=C12)Cl)Cl)C)(CC(=O)NCCOCCOCCOCCNS(=O)(=O)C1=CC(=CC=C1)C1CN(CC2=C(C=C(C=C12)Cl)Cl)C)CC(=O)NCCOCCOCCOCCNS(=O)(=O)C1=CC(=CC=C1)C1CN(CC2=C(C=C(C=C12)Cl)Cl)C (2,2′,2″-nitrilotris(N-(2-(2-(2-(2-(3-(6,8-dichloro-2-methyl-1,2,3,4-tetrahydroisoquinolin-4-yl)phenylsulfonamido)ethoxy)ethoxy)ethoxy)-ethyl)acetamide)). Yield: 11.6%. Reaction SMILES: [N:1]([CH2:24][C:25]([O:27]N1C(=O)CCC1=O)=O)([CH2:13][C:14]([O:16]N1C(=O)CCC1=O)=O)[CH2:2][C:3]([O:5]N1C(=O)CCC1=O)=O.[NH2:35][CH2:36][CH2:37][O:38][CH2:39][CH2:40][O:41][CH2:42][CH2:43][O:44][CH2:45][CH2:46][NH:47][S:48]([C:51]1[CH:56]=[CH:55][CH:54]=[C:53]([CH:57]2[C:66]3[C:61](=[C:62]([Cl:68])[CH:63]=[C:64]([Cl:67])[CH:65]=3)[CH2:60][N:59]([CH3:69])[CH2:58]2)[CH:52]=1)(=[O:50])=[O:49]>>[N:1]([CH2:2][C:3]([NH:35][CH2:36][CH2:37][O:38][CH2:39][CH2:40][O:41][CH2:42][CH2:43][O:44][CH2:45][CH2:46][NH:47][S:48]([C:51]1[CH:56]=[CH:55][CH:54]=[C:53]([CH:57]2[C:66]3[C:61](=[C:62]([Cl:68])[CH:63]=[C:64]([Cl:67])[CH:65]=3)[CH2:60][N:59]([CH3:69])[CH2:58]2)[CH:52]=1)(=[O:50])=[O:49])=[O:5])([CH2:13][C:14]([NH:35][CH2:36][CH2:37][O:38][CH2:39][CH2:40][O:41][CH2:42][CH2:43][O:44][CH2:45][CH2:46][NH:47][S:48]([C:51]1[CH:56]=[CH:55][CH:54]=[C:53]([CH:57]2[C:66]3[C:61](=[C:62]([Cl:68])[CH:63]=[C:64]([Cl:67])[CH:65]=3)[CH2:60][N:59]([CH3:69])[CH2:58]2)[CH:52]=1)(=[O:50])=[O:49])=[O:16])[CH2:24][C:25]([NH:35][CH2:36][CH2:37][O:38][CH2:39][CH2:40][O:41][CH2:42][CH2:43][O:44][CH2:45][CH2:46][NH:47][S:48]([C:51]1[CH:56]=[CH:55][CH:54]=[C:53]([CH:57]2[C:66]3[C:61](=[C:62]([Cl:68])[CH:63]=[C:64]([Cl:67])[CH:65]=3)[CH2:60][N:59]([CH3:69])[CH2:58]2)[CH:52]=1)(=[O:50])=[O:49])=[O:27]. Reported procedure: Compound 213 was prepared following the procedure outlined in Example 168 using tris(2,5-dioxopyrrolidin-1-yl) 2,2′,2″-nitrilotriacetate (75 mg, 0.156 mmol) and N-(2-(2-(2-(2-aminoethoxy)ethoxy)ethoxy)ethyl)-3-(6,8-dichloro-2-methyl-1,2,3,4-tetrahydroisoquinolin-4-yl)benzenesulfonamide (Compound 28, 254 mg, 0.467 mmol). Purification by preparative HPLC gave the title compound (32.0 mg) as the TFA salt. 1H-NMR (400 MHz, CD3OD): δ 7.88 (d, 3H), 7.75 (s, 3H), 7.63 (t, 3H), 7.54 (t, 6H), 6.82 (s, 3H... Starting materials: CCOC(=O)c1n[nH]c2c1CC1CC21, [NH4+], C1COCCO1, [OH-]. Product: NC(=O)c1n[nH]c2c1CC1CC21. As a reaction SMILES: [CH2:1]([O:3][C:4](=[O:2])[c:6]1[c:7]2[c:11]([nH:12][n:13]1)[CH:10]1[CH:9]([CH2:8]2)[CH2:14]1)[CH3:5].[NH4+:15].[O:17]1[CH2:18][CH2:19][O:20][CH2:21][CH2:22]1.[OH-:16]>>[O:3]=[C:4]([c:6]1[c:7]2[c:11]([nH:12][n:13]1)[CH:10]1[CH:9]([CH2:8]2)[CH2:14]1)[NH2:15]. The reactants are C1(=CC=CC=C1)SC=1C=CC2=C(C=CCCO2)C1 (2,3-dihydro-7-phenylthio-1-benzoxepin), OO (hydrogen peroxide), sodium bicarbonate ice water. The solvent is C(C)(=O)O (acetic acid). Conditions: time 2 hour. The product is C1(=CC=CC=C1)S(=O)C=1C=CC2=C(C=CCCO2)C1 (2,3-Dihydro-7-phenylsulfinyl-1-benzoxepin). RXN SMILES: [C:1]1([S:7][C:8]2[CH:9]=[CH:10][C:11]3[O:17][CH2:16][CH2:15][CH:14]=[CH:13][C:12]=3[CH:18]=2)[CH:6]=[CH:5][CH:4]=[CH:3][CH:2]=1.[OH:19]O>C(O)(=O)C>[C:1]1([S:7]([C:8]2[CH:9]=[CH:10][C:11]3[O:17][CH2:16][CH2:15][CH:14]=[CH:13][C:12]=3[CH:18]=2)=[O:19])[CH:2]=[CH:3][CH:4]=[CH:5][CH:6]=1. Procedure: 6.00 g (23.6 mmol) of 2,3-dihydro-7-phenylthio-1-benzoxepin are introduced at 15°-20° C. into 59 ml of glacial acetic acid and, at this temperature, 5 ml of aqueous hydrogen peroxide solution (30% strength) are added dropwise. The mixture is stirred at this temperature for about 2 hours until all the precursor has reacted (TLC check). The mixture is then stirred into sodium bicarbonate/ice-water and extracted several times with diethyl ether. The combined ether phases are washed with water and s...